From a dataset of the Open Reaction Database (ORD), a public repository of structured organic reaction records. describe an organic reaction: reactants, conditions, products, and yield The reactants are O=C1Cc2ccccc2N1CC1CCC2CNCCN2C1, Clc1ncccn1, Cl, Cl, [Na+], [Na+], O=C([O-])[O-], O. Product: O=C1Cc2ccccc2N1CC1CCC2CN(c3ncccn3)CCN2C1. As a reaction SMILES: [CH2:3]1[CH:4]2[N:5]([CH2:6][CH2:7][NH:8]1)[CH2:9][CH:10]([CH2:13][N:14]1[C:15](=[O:23])[CH2:16][c:17]3[cH:18][cH:19][cH:20][cH:21][c:22]31)[CH2:11][CH2:12]2.[Cl:24][c:25]1[n:26][cH:27][cH:28][cH:29][n:30]1.[ClH:1].[ClH:2].[Na+:31].[Na+:32].[O-:33][C:34](=[O:35])[O-:36].[OH2:37]>>[CH2:3]1[CH:4]2[N:5]([CH2:6][CH2:7][N:8]1[c:25]1[n:26][cH:27][cH:28][cH:29][n:30]1)[CH2:9][CH:10]([CH2:13][N:14]1[C:15](=[O:23])[CH2:16][c:17]3[cH:18][cH:19][cH:20][cH:21][c:22]31)[CH2:11][CH2:12]2. Reactants: ClCCl, Cn1nnnc1SCCCC(=O)O, ClC(Cl)Cl, [Cl-], S, c1ccncc1. Product: Cn1nnnc1SCCCC(O)=S. Reaction SMILES: [CH2:22]([Cl:23])[Cl:24].[CH3:2][n:3]1[n:4][n:5][n:6][c:7]1[S:8][CH2:9][CH2:10][CH2:11][C:12](=[O:13])[OH:14].[CH:25]([Cl:26])([Cl:27])[Cl:28].[Cl-:1].[SH2:21].[cH:15]1[cH:16][cH:17][n:18][cH:19][cH:20]1>>[CH3:2][n:3]1[n:4][n:5][n:6][c:7]1[S:8][CH2:9][CH2:10][CH2:11][C:12]([OH:14])=[S:21]. The reactants are CO, ClC(Cl)Cl, Fc1ccc(OC2CNC2)cc1, [NH4+], [OH-], c1ccc(C2CN(C(c3ccccc3)c3ccccc3)C2)cc1, Fc1ccc(OC2CN(C(c3ccccc3)c3ccccc3)C2)cc1. Yields the product c1ccc(C2CNC2)cc1. RXN SMILES: [CH3:63][OH:64].[CH:65]([Cl:66])([Cl:67])[Cl:68].[F:1][c:2]1[cH:3][cH:4][c:5]([O:6][CH:7]2[CH2:8][NH:9][CH2:10]2)[cH:11][cH:12]1.[NH4+:61].[OH-:62].[c:13]1([CH:14]([c:15]2[cH:16][cH:17][cH:18][cH:19][cH:30]2)[N:20]2[CH2:21][CH:22]([c:24]3[cH:25][cH:26][cH:27][cH:28][cH:29]3)[CH2:23]2)[cH:31][cH:32][cH:33][cH:34][cH:35]1.[c:36]1([CH:37]([c:38]2[cH:39][cH:40][cH:41][cH:42][cH:43]2)[N:44]2[CH2:45][CH:46]([O:47][c:48]3[cH:49][cH:50][c:51]([F:52])[cH:53][cH:54]3)[CH2:55]2)[cH:56][cH:57][cH:58][cH:59][cH:60]1>>[NH:20]1[CH2:21][CH:22]([c:24]2[cH:25][cH:26][cH:27][cH:28][cH:29]2)[CH2:23]1. The reactants are COCCOCCN(CCOCCOC)CCOCCOC, FC(F)c1nc2ccccc2n1-c1nc(Cl)nc(N2CCOCC2)n1, [Na+], C1COCCO1, [OH-], O, Oc1cccnc1. The product is FC(F)c1nc2ccccc2n1-c1nc(Oc2cccnc2)nc(N2CCOCC2)n1. Reaction SMILES: [CH3:35][O:36][CH2:37][CH2:38][O:39][CH2:40][CH2:41][N:42]([CH2:43][CH2:44][O:45][CH2:46][CH2:47][O:48][CH3:49])[CH2:50][CH2:51][O:52][CH2:53][CH2:54][O:55][CH3:56].[Cl:10][c:11]1[n:12][c:13](-[n:23]2[c:24]([CH:32]([F:33])[F:34])[n:25][c:26]3[c:27]2[cH:28][cH:29][cH:30][cH:31]3)[n:14][c:15]([N:17]2[CH2:18][CH2:19][O:20][CH2:21][CH2:22]2)[n:16]1.[Na+:9].[O:58]1[CH2:59][CH2:60][O:61][CH2:62][CH2:63]1.[OH-:8].[OH2:57].[OH:1][c:2]1[cH:3][n:4][cH:5][cH:6][cH:7]1>>[O:1]([c:2]1[cH:3][n:4][cH:5][cH:6][cH:7]1)[c:11]1[n:12][c:13](-[n:23]2[c:24]([CH:32]([F:33])[F:34])[n:25][c:26]3[c:27]2[cH:28][cH:29][cH:30][cH:31]3)[n:14][c:15]([N:17]2[CH2:18][CH2:19][O:20][CH2:21][CH2:22]2)[n:16]1. Reactants: COCC1CN(CCN2CCN(C(=O)OC(C)(C)C)C(C(O[SiH](c3ccccc3)c3ccccc3)c3ccc(C)c(C(C)(C)C)c3)C2)CCO1, ClCCl, O=C(O)C(F)(F)F. The product is COCC1CN(CCN2CCNC(C(O[SiH](c3ccccc3)c3ccccc3)c3ccc(C)c(C(C)(C)C)c3)C2)CCO1. Reaction SMILES: [C:1]([O:2][C:3](=[O:4])[N:8]1[CH:9]([CH:25]([c:26]2[cH:27][c:28]([C:33]([CH3:34])([CH3:35])[CH3:36])[c:29]([CH3:32])[cH:30][cH:31]2)[O:37][SiH:38]([c:39]2[cH:40][cH:41][cH:42][cH:43][cH:44]2)[c:45]2[cH:46][cH:47][cH:48][cH:49][cH:50]2)[CH2:10][N:11]([CH2:14][CH2:15][N:16]2[CH2:17][CH:18]([CH2:22][O:23][CH3:24])[O:19][CH2:20][CH2:21]2)[CH2:12][CH2:13]1)([CH3:5])([CH3:6])[CH3:7].[Cl:58][CH2:59][Cl:60].[OH:51][C:52]([C:53]([F:54])([F:55])[F:56])=[O:57]>>[NH:8]1[CH:9]([CH:25]([c:26]2[cH:27][c:28]([C:33]([CH3:34])([CH3:35])[CH3:36])[c:29]([CH3:32])[cH:30][cH:31]2)[O:37][SiH:38]([c:39]2[cH:40][cH:41][cH:42][cH:43][cH:44]2)[c:45]2[cH:46][cH:47][cH:48][cH:49][cH:50]2)[CH2:10][N:11]([CH2:14][CH2:15][N:16]2[CH2:17][CH:18]([CH2:22][O:23][CH3:24])[O:19][CH2:20][CH2:21]2)[CH2:12][CH2:13]1. Reactants: CC(=O)O[BH-](OC(C)=O)OC(C)=O, C1COCCN1, CC(=O)O, CC(Cl)Cl, COc1cc(-c2nn(-c3ccc(C=O)cc3)c3ncnc(N)c23)ccc1NC(=O)c1ccc(C(F)(F)F)cc1F, [Na+], [Na+], [OH-]. Yields the product COc1cc(-c2nn(-c3ccc(CN4CCOCC4)cc3)c3ncnc(N)c23)ccc1NC(=O)c1ccc(C(F)(F)F)cc1F. RXN SMILES: [C:47]([O:48][BH-:49]([O:50][C:51](=[O:52])[CH3:53])[O:54][C:55](=[O:56])[CH3:57])(=[O:58])[CH3:59].[CH2:41]1[CH2:42][O:43][CH2:44][CH2:45][NH:46]1.[CH3:67][C:68](=[O:69])[OH:70].[Cl:63][CH:64]([Cl:65])[CH3:66].[NH2:1][c:2]1[c:3]2[c:4]([n:5][cH:6][n:7]1)[n:8](-[c:33]1[cH:34][cH:35][c:36]([CH:39]=[O:40])[cH:37][cH:38]1)[n:9][c:10]2-[c:11]1[cH:12][c:13]([O:31][CH3:32])[c:14]([NH:17][C:18]([c:19]2[c:20]([F:29])[cH:21][c:22]([C:25]([F:26])([F:27])[F:28])[cH:23][cH:24]2)=[O:30])[cH:15][cH:16]1.[Na+:60].[Na+:62].[OH-:61]>>[NH2:1][c:2]1[c:3]2[c:4]([n:5][cH:6][n:7]1)[n:8](-[c:33]1[cH:34][cH:35][c:36]([CH2:39][N:46]3[CH2:41][CH2:42][O:43][CH2:44][CH2:45]3)[cH:37][cH:38]1)[n:9][c:10]2-[c:11]1[cH:12][c:13]([O:31][CH3:32])[c:14]([NH:17][C:18]([c:19]2[c:20]([F:29])[cH:21][c:22]([C:25]([F:26])([F:27])[F:28])[cH:23][cH:24]2)=[O:30])[cH:15][cH:16]1. The reactants are N#Cc1cccc(NC(=O)Nc2ccc(S(=O)(=O)NCc3c(F)ccc(F)c3F)cc2)c1, CCCCN1CCNCC1. The product is CCCCN1CCN(C(=N)c2cccc(NC(=O)Nc3ccc(S(=O)(=O)NCc4c(F)ccc(F)c4F)cc3)c2)CC1. RXN SMILES: [C:1](#[N:2])[c:3]1[cH:4][c:5]([NH:9][C:10]([NH:11][c:12]2[cH:13][cH:14][c:15]([S:18](=[O:19])(=[O:20])[NH:21][CH2:22][c:23]3[c:24]([F:31])[c:25]([F:30])[cH:26][cH:27][c:28]3[F:29])[cH:16][cH:17]2)=[O:32])[cH:6][cH:7][cH:8]1.[CH2:33]([CH2:34][CH2:35][CH3:36])[N:37]1[CH2:38][CH2:39][NH:40][CH2:41][CH2:42]1>>[C:1](=[NH:2])([c:3]1[cH:4][c:5]([NH:9][C:10]([NH:11][c:12]2[cH:13][cH:14][c:15]([S:18](=[O:19])(=[O:20])[NH:21][CH2:22][c:23]3[c:24]([F:31])[c:25]([F:30])[cH:26][cH:27][c:28]3[F:29])[cH:16][cH:17]2)=[O:32])[cH:6][cH:7][cH:8]1)[N:40]1[CH2:39][CH2:38][N:37]([CH2:33][CH2:34][CH2:35][CH3:36])[CH2:42][CH2:41]1.